This data is from the Open Reaction Database (ORD), a public repository of structured organic reaction records. The task is: describe an organic reaction: reactants, conditions, products, and yield Reactants: S(=O)(=O)([O-])[O-].[Ca+2] (calcium sulfate), stainless steel, [OH-].[K+] (KOH), nitrile, OCC1C(CCC=C(C)C)(C)O1 (nerol oxide), nitrile, CC1CCC(CC1)=O (4-methyl cyclohexanone), C(CCCCCC)#N (heptanonitrile), C(CCCCCC)#N (heptanonitrile). Solvent: CCCCCC (hexane). Conditions: temperature 83 celsius, time 32 hour. The product is CC1CCC(CC1)=C(C#N)CCCCC (2-(4-Methyl Cyclohexylidene) Heptanonitrile). As a reaction SMILES: S([O-])([O-])(=O)=O.[Ca+2].[CH3:7][CH:8]1[CH2:13][CH2:12][C:11](=O)[CH2:10][CH2:9]1.[C:15](#[N:22])[CH2:16][CH2:17][CH2:18][CH2:19][CH2:20][CH3:21].[OH-].[K+].OCC1OC1(C)CCC=C(C)C>CCCCCC>[CH3:7][CH:8]1[CH2:13][CH2:12][C:11](=[C:16]([CH2:17][CH2:18][CH2:19][CH2:20][CH3:21])[C:15]#[N:22])[CH2:10][CH2:9]1 |f:0.1,4.5|. Procedure details: Into a 25 ml. flask, equipped with magnetic stirrer, heating mantle, thermometer, condensor and calcium sulfate drying tube, was charged 1.12 g. of 4-methyl cyclohexanone (0.01 M), 11.1 g. of heptanonitrile, and 0.66 g. of 85% KOH. The mixture was heated to reflux with stirring at about 83° C. for a total of 32 hours. After cooling, 30 ml. of hexane was added and the mixture washed seven times with 30 ml. of H2O, each washing being back-extracted twice with 30 ml. portions of hexane. The combine... The reactants are [O-]S(=O)(=S)[O-].[Na+].[Na+] (Na2S2O3), CCOC(=O)C (EtOAc), COC=1C=CC=C2C=CC(=NC12)Cl (8-methoxy-2-(chloro)quinoline), solution, BrBr (bromine). Run in CO (MeOH), CO (MeOH). Run at time 2 hour. Yields the product BrC1=C2C=CC(=NC2=C(C=C1)OC)Cl (5-Bromo-2-chloro-8-methoxyquinoline). The yield is 49.0%. As a reaction SMILES: [CH3:1][O:2][C:3]1[CH:4]=[CH:5][CH:6]=[C:7]2[C:12]=1[N:11]=[C:10]([Cl:13])[CH:9]=[CH:8]2.[Br:14]Br.[O-]S([O-])(=S)=O.[Na+].[Na+].CCOC(C)=O>CO>[Br:14][C:6]1[CH:5]=[CH:4][C:3]([O:2][CH3:1])=[C:12]2[C:7]=1[CH:8]=[CH:9][C:10]([Cl:13])=[N:11]2 |f:2.3.4|. Reported procedure: A solution of 8-methoxy-2-(chloro)quinoline CAS [74668-74-9] (1.0 g, 4.4 mmol) in MeOH (6.25 mL) was treated with a 1.5 N solution of bromine in MeOH (3.53 mL, 5.3 mmol) over 15 min period. The reaction mixture was stirred 2 h, treated with a 1 N aqueous Na2S2O3 solution (20 mL) followed by EtOAc (100 mL). The organic portion was washed with brine followed by a saturated aqueous solution of NaHCO3 followed by brine. The organic phase was dried over Na2SO4, filtered, evaporated, and purified by s... Reactants: CS(=O)(=O)O (methanesulfonic acid), C1(CCCC2=CC=CC=C12)=NO (1-tetralone oxime), [OH-].[Na+] (sodium hydroxide), O=P12OP3(=O)OP(=O)(O1)OP(=O)(O2)O3 (phosphorus pentoxide), CS(=O)(=O)O (methanesulfonic acid). Run in ice. Run at temperature 90 celsius, time 3 hour. The product is N1C(CCCC2=C1C=CC=C2)=O (2,3,4,5-Tetrahydro-1H-1-benzazepin-2-one). Isolated yield 95.0%. Reaction SMILES: CS(O)(=O)=O.O=P12OP3(OP(OP(O3)(O1)=O)(=O)O2)=O.[C:20]1(=[N:30]O)[C:29]2[C:24](=[CH:25][CH:26]=[CH:27][CH:28]=2)[CH2:23][CH2:22][CH2:21]1.[OH-:32].[Na+]>>[NH:30]1[C:20]2[CH:21]=[CH:22][CH:23]=[CH:24][C:29]=2[CH2:28][CH2:27][CH2:26][C:25]1=[O:32] |f:3.4|. Procedure details: To 10 L of methanesulfonic acid in a 22 L 3-neck flask equipped with an overhead stirrer, a temperature probe, nitrogen inlet and reflux condenser was added 2.6 Kg (18.61 mol) of phosphorus pentoxide. An additional 1.6 L of methanesulfonic acid was used to wash all the phosphorus pentoxide into the vessel. The mixture was heated at 90° C. for 2.5 hours then cooled to 50° C. using an ice bath and treated with 2.00 Kg (12.41 mol) of 1-tetralone oxime in several portions over 15 minutes. The mixtur... Reactants: CC(=O)OC(C)=O, CC1(C)C(=O)Nc2cc3nc(-c4n[nH]cc4N)[nH]c3cc21. Product: CC(=O)Nc1c[nH]nc1-c1nc2cc3c(cc2[nH]1)C(C)(C)C(=O)N3. RXN SMILES: [CH3:22][C:23](=[O:24])[O:25][C:26](=[O:27])[CH3:28].[NH2:1][c:2]1[c:3](-[c:7]2[n:8][c:9]3[c:10]([cH:11][c:12]4[c:16]([cH:17]3)[NH:15][C:14](=[O:18])[C:13]4([CH3:19])[CH3:20])[nH:21]2)[n:4][nH:5][cH:6]1>>[NH:1]([c:2]1[c:3](-[c:7]2[n:8][c:9]3[c:10]([cH:11][c:12]4[c:16]([cH:17]3)[NH:15][C:14](=[O:18])[C:13]4([CH3:19])[CH3:20])[nH:21]2)[n:4][nH:5][cH:6]1)[C:23]([CH3:22])=[O:24]. The reactants are [H][H] (hydrogen), CO[C@@H]1CN(CC[C@@H]1O)CC1=CC=CC=C1 (cis-3-methoxy-1-(phenylmethyl)-4-piperidinol). Reagents/catalysts: [Pd] (palladium-on-charcoal). Solvent: CO (methanol). Yields the product CO[C@@H]1CNCC[C@@H]1O (cis-3-methoxy-4-piperidinol). The yield is 52.8%. Reaction SMILES: [CH3:1][O:2][C@H:3]1[C@@H:8]([OH:9])[CH2:7][CH2:6][N:5](CC2C=CC=CC=2)[CH2:4]1.[H][H]>[Pd].CO>[CH3:1][O:2][C@H:3]1[C@@H:8]([OH:9])[CH2:7][CH2:6][NH:5][CH2:4]1. Procedure: A mixture of 11.5 g of intermediate (2) and 150 ml of methanol was hydrogenated at normal pressure and at room temperature with 2 g of palladium-on-charcoal catalyst (10%). After the calculated amount of hydrogen was taken up, the catalyst was filtered off and the filtrate was evaporated. The residue was purified by column-chromatography over silica gel (eluent: CHCl3 /(CH3OH/NH3) 85/15). The pure fractions were collected and the eluent was evaporated, yielding 3.6 g (53%) of cis-3-methoxy-4-pip... Starting materials: COC1=CSC=C1OC (3,4-dimethoxythiophene), C([C@H](CCCCCCCC)O)O ((S)-1,2-decanediol). Product: C(CCCCCCC)C1COC=2C(O1)=CSC2 (2-n-octyl-2,3-dihydro-thieno[3,4-b][1,4]dioxine). As a reaction SMILES: [CH3:1][O:2][C:3]1[C:7]([O:8][CH3:9])=[CH:6][S:5][CH:4]=1.[CH2:10](O)[C@@H:11](O)[CH2:12][CH2:13][CH2:14][CH2:15][CH2:16][CH2:17]CC>>[CH2:10]([CH:1]1[O:2][C:3]2=[CH:4][S:5][CH:6]=[C:7]2[O:8][CH2:9]1)[CH2:11][CH2:12][CH2:13][CH2:14][CH2:15][CH2:16][CH3:17]. Procedure details: Chiral 2-n-octyl-2,3-dihydro-thieno[3,4-b][1,4]dioxine was synthesized by transetherification of 3,4-dimethoxythiophene with (S)-1,2-decanediol and purified to a purity of 99.24% as described in INVENTION EXAMPLE 1. It was characterized by GC-MS and 1H-NMR-spectroscopy, and exhibited a specific rotation of −88° at 25° C. and 436 nm in hexane. Reactants: BrCc1ccccc1, O=C1CCCO1, [Li]CCCC, CN(C)P(=O)(N(C)C)N(C)C, CC(C)NC(C)C, C1CCOC1. Yields the product O=C1OCCC1Cc1ccccc1. RXN SMILES: [Br:19][CH2:20][c:21]1[cH:22][cH:23][cH:24][cH:25][cH:26]1.[C:13]1(=[O:18])[CH2:14][CH2:15][CH2:16][O:17]1.[CH2:8]([Li:9])[CH2:10][CH2:11][CH3:12].[CH3:27][N:28]([P:29]([N:30]([CH3:31])[CH3:32])([N:33]([CH3:34])[CH3:35])=[O:36])[CH3:37].[CH:1]([NH:2][CH:3]([CH3:4])[CH3:5])([CH3:6])[CH3:7].[O:38]1[CH2:39][CH2:40][CH2:41][CH2:42]1>>[C:13]1(=[O:18])[CH:14]([CH2:20][c:21]2[cH:22][cH:23][cH:24][cH:25][cH:26]2)[CH2:15][CH2:16][O:17]1. The reactants are O[Li].O (LiOH.H2O), C(C)OC(=O)C=1C=C(OC2=CC=C(C=C2)[N+](=O)[O-])C=CC1 (4-(3-ethoxycarbonylphenoxy)-1-nitrobenzene). Yield: 94.8%. Product: C(=O)(O)C=1C=C(OC2=CC=C(C=C2)[N+](=O)[O-])C=CC1 (4-(3-carboxyphenoxy)-1-nitrobenzene). Procedure details: To a vigorously stirred mixture of 4-(3-ethoxycarbonylphenoxy)-1-nitrobenzene (5.14 g, 17.9 mmol) in a 3:1 THlF/water solution (75 mL) was added a solution LiOH.H2O (1.50 g, 35.8 mmol) in water (36 mL). The resulting mixture was heated at 50° C. overnight, then cooled to room temp., concentrated under reduced pressure, and adjusted to pH 2 with a 1M HCl solution. The resulting bright yellow solids were removed by filtration and washed with hexane to give 4-(3-carboxyphenoxy)-1-nitrobenzene (4.40... Run in O (water), O (water). RXN SMILES: C([O:3][C:4]([C:6]1[CH:7]=[C:8]([CH:19]=[CH:20][CH:21]=1)[O:9][C:10]1[CH:15]=[CH:14][C:13]([N+:16]([O-:18])=[O:17])=[CH:12][CH:11]=1)=[O:5])C.O[Li].O>O>[C:4]([C:6]1[CH:7]=[C:8]([CH:19]=[CH:20][CH:21]=1)[O:9][C:10]1[CH:11]=[CH:12][C:13]([N+:16]([O-:18])=[O:17])=[CH:14][CH:15]=1)([OH:5])=[O:3] |f:1.2|. Reaction conditions: temperature 50 celsius. Starting materials: CCN(C(=O)OC(C)(C)C)n1c(C)nc(N2CCc3ccccc3CC2)c(C#N)c1=O, CO, Cl. The product is CCNn1c(C)nc(N2CCc3ccccc3CC2)c(C#N)c1=O. As a reaction SMILES: [C:1]([O:2][C:3](=[O:4])[N:7]([CH2:8][CH3:9])[n:10]1[c:11]([CH3:30])[n:12][c:13]([N:19]2[CH2:20][CH2:21][c:22]3[c:23]([cH:26][cH:27][cH:28][cH:29]3)[CH2:24][CH2:25]2)[c:14]([C:17]#[N:18])[c:15]1=[O:16])([CH3:5])([CH3:6])[CH3:31].[CH3:33][OH:34].[ClH:32]>>[NH:7]([CH2:8][CH3:9])[n:10]1[c:11]([CH3:30])[n:12][c:13]([N:19]2[CH2:20][CH2:21][c:22]3[c:23]([cH:26][cH:27][cH:28][cH:29]3)[CH2:24][CH2:25]2)[c:14]([C:17]#[N:18])[c:15]1=[O:16].